This data is from the Open Reaction Database (ORD), a public repository of structured organic reaction records. The task is: describe an organic reaction: reactants, conditions, products, and yield Reactants: CSCC=1C=CC=C2C=CNC12 (7-[(Methylsulfanyl)methyl]-1H-indole), C1(CC1)C(CC)(O)C1=CC=C(C=C1)Cl (1-Cyclopropyl-1-(4-chlorophenyl)propanol), C1(CC1)C(C)(C1=CC(=C(C=C1)OC)F)C1=CNC2=C(C=CC=C12)CSC (3-[1-Cyclopropyl-1-(3-fluoro-4-methoxyphenyl)ethyl]-7-[(methylsulfanyl)methyl]-1H-indole). Yields the product ClC1=CC=C(C=C1)C(CC)(C1CC1)C1=CNC2=C(C=CC=C12)CSC (3-[1-(4-Chlorophenyl)-1-cyclopropylpropyl]-7-[(methylsulfanyl)methyl]-1H-indole). As a reaction SMILES: [CH3:1][S:2][CH2:3][C:4]1[CH:5]=[CH:6][CH:7]=[C:8]2[C:12]=1[NH:11][CH:10]=[CH:9]2.[CH:13]1([C:16]([C:20]2[CH:25]=[CH:24][C:23]([Cl:26])=[CH:22][CH:21]=2)(O)[CH2:17][CH3:18])[CH2:15][CH2:14]1.C1(C(C2C3C(=C(CSC)C=CC=3)NC=2)(C2C=CC(OC)=C(F)C=2)C)CC1>>[Cl:26][C:23]1[CH:24]=[CH:25][C:20]([C:16]([C:9]2[C:8]3[C:12](=[C:4]([CH2:3][S:2][CH3:1])[CH:5]=[CH:6][CH:7]=3)[NH:11][CH:10]=2)([CH:13]2[CH2:15][CH2:14]2)[CH2:17][CH3:18])=[CH:21][CH:22]=1. Reported procedure: The title compound was prepared starting from 84 mg (0.48 mmol) of the compound from Example 8A and 100 mg (0.48 mmol) of the compound from Example 145A in analogy to the synthesis of the compound from Example 186. 38 mg (21% of theory) of the target compound were obtained. Reactants: ON=C(CC(C1=C(C=CC=C1)C)C1=CC=C(C=C1)C#CCCC(=O)O)C1=CC(=NC=C1)C (5-{4-[3-[Hydroxyimino]-3-(2-methyl-pyridin-4-yl)-1-o-tolyl-propyl]-phenyl}-pent-4-ynoic acid). The reagents and catalysts are [Pd] (Pd). The solvent is CO (methanol). Product: ON=C(CC(C1=C(C=CC=C1)C)C1=CC=C(C=C1)CCCCC(=O)O)C1=CC(=NC=C1)C (5-{4-[3-[hydroxyimino]-3-(2-methyl-pyridin-4-yl)-1-o-tolyl-propyl]-phenyl}-pentanoic acid). RXN SMILES: [OH:1][N:2]=[C:3]([C:26]1[CH:31]=[CH:30][N:29]=[C:28]([CH3:32])[CH:27]=1)[CH2:4][CH:5]([C:13]1[CH:18]=[CH:17][C:16]([C:19]#[C:20][CH2:21][CH2:22][C:23]([OH:25])=[O:24])=[CH:15][CH:14]=1)[C:6]1[CH:11]=[CH:10][CH:9]=[CH:8][C:7]=1[CH3:12]>CO.[Pd]>[OH:1][N:2]=[C:3]([C:26]1[CH:31]=[CH:30][N:29]=[C:28]([CH3:32])[CH:27]=1)[CH2:4][CH:5]([C:13]1[CH:18]=[CH:17][C:16]([CH2:19][CH2:20][CH2:21][CH2:22][C:23]([OH:25])=[O:24])=[CH:15][CH:14]=1)[C:6]1[CH:11]=[CH:10][CH:9]=[CH:8][C:7]=1[CH3:12]. Procedure: 5-{4-[3-[Hydroxyimino]-3-(2-methyl-pyridin-4-yl)-1-o-tolyl-propyl]-phenyl}-pent-4-ynoic acid as a mixture of E and Z isomers (4.2:1) (example 84; 50 mg) in methanol (2 mL) was hydrogenated in the presence of Pd (5% on carbon, 6 mg) at room temperature for 5 hours. The solution was filtered over decalite, the filter residue was washed with methanol, and the solution was evaporated. The crude product was purified by flash chromatography on silica gel (gradient CH2Cl2 to CH2Cl2/MeOH 1:1) to yield 5... Reaction SMILES: [CH2:33]1[O:34][CH2:35][CH2:36][CH2:37]1.[CH3:31][NH2:32].[CH3:39][CH2:40][O:41][C:42]([CH3:43])=[O:44].[F:1][C:2]([c:3]1[cH:4][c:5]([NH:9][C:10](=[O:11])[c:12]2[n:13][o:14][c:15]3[c:16]2[cH:17][cH:18][c:19]([O:21][c:22]2[n:23][c:24]([Cl:28])[n:25][cH:26][cH:27]2)[cH:20]3)[cH:6][cH:7][cH:8]1)([F:29])[F:30].[OH2:38]>>[F:1][C:2]([c:3]1[cH:4][c:5]([NH:9][C:10](=[O:11])[c:12]2[n:13][o:14][c:15]3[c:16]2[cH:17][cH:18][c:19]([O:21][c:22]2[n:23][c:24]([NH:32][CH3:31])[n:25][cH:26][cH:27]2)[cH:20]3)[cH:6][cH:7][cH:8]1)([F:29])[F:30]. The product is CNc1nccc(Oc2ccc3c(C(=O)Nc4cccc(C(F)(F)F)c4)noc3c2)n1. Starting materials: C1CCOC1, CN, CCOC(C)=O, O=C(Nc1cccc(C(F)(F)F)c1)c1noc2cc(Oc3ccnc(Cl)n3)ccc12, O. Starting materials: C(C)OC=1C=C(C=CC1OC)C(CC(=O)O)N1C(C2=CC=CC(=C2C1=O)C)=O (3-(3-ethoxy-4-methoxyphenyl)-3-(4-methyl-1,3-dioxoisoindolin-2-yl)propanoic acid), C(=O)(N1C=NC=C1)N1C=NC=C1 (carbonyldiimidazole), C(=O)NN (formic hydrazide). Solvent: O1CCCC1 (tetrahydrofuran). Product: C(C)OC=1C=C(C=CC1OC)C(CC=1OC=NN1)N1C(C2=CC=CC(=C2C1=O)C)=O (2-[1-(3-Ethoxy-4-methoxyphenyl)-2-(1,3,4-oxadiazol-2-yl)ethyl]-4-methylisoindoline-1,3-dione), C(=O)=NNC(CC(N1C(C2=CC=CC(=C2C1=O)C)=O)C1=CC(=C(C=C1)OC)OCC)=O (N-carbonylamino-3-(3-ethoxy-4-methoxyphenyl)-3-(4-methyl-1,3-dioxoisoindolin-2-yl)propanamide). The yield is 54.1%. RXN SMILES: [CH2:1]([O:3][C:4]1[CH:5]=[C:6]([CH:12]([N:17]2[C:25](=[O:26])[C:24]3[C:19](=[CH:20][CH:21]=[CH:22][C:23]=3[CH3:27])[C:18]2=[O:28])[CH2:13][C:14]([OH:16])=[O:15])[CH:7]=[CH:8][C:9]=1[O:10][CH3:11])[CH3:2].C(N1C=CN=C1)(N1C=CN=C1)=O.[CH:41]([NH:43][NH2:44])=[O:42]>O1CCCC1>[CH2:1]([O:3][C:4]1[CH:5]=[C:6]([CH:12]([N:17]2[C:25](=[O:26])[C:24]3[C:19](=[CH:20][CH:21]=[CH:22][C:23]=3[CH3:27])[C:18]2=[O:28])[CH2:13][C:14]2[O:16][CH:41]=[N:43][N:44]=2)[CH:7]=[CH:8][C:9]=1[O:10][CH3:11])[CH3:2].[C:41](=[N:43][NH:44][C:14](=[O:15])[CH2:13][CH:12]([C:6]1[CH:7]=[CH:8][C:9]([O:10][CH3:11])=[C:4]([O:3][CH2:1][CH3:2])[CH:5]=1)[N:17]1[C:25](=[O:26])[C:24]2[C:19](=[CH:20][CH:21]=[CH:22][C:23]=2[CH3:27])[C:18]1=[O:28])=[O:42]. Procedure: 2-[1-(3-Ethoxy-4-methoxyphenyl)-2-(1,3,4-oxadiazol-2-yl)ethyl]-4-methylisoindoline-1,3-dione was prepared by the procedure of Example 1. Reaction of 3-(3-ethoxy-4-methoxyphenyl)-3-(4-methyl-1,3-dioxoisoindolin-2-yl)propanoic acid (2.03 g, 5.29 mmol), carbonyldiimidazole (1.03 g, 6.35 mmol) and formic hydrazide (420 mg, 6.99 mmol) in tetrahydrofuran (20 mL) gave crude N-carbonylamino-3-(3-ethoxy-4-methoxyphenyl)-3-(4-methyl-1,3-dioxoisoindolin-2-yl)propanamide(610 mg, 1.43 mmol), which was then t... The reactants are N[C@@H](CC(C)C)C(=O)O (Leu), N[C@@H](CC(C)C)C(=O)N[C@@H](CCC(N)=O)C(=O)O (Leu-Gln), N[C@@H](CC1CCCCC1)C(=O)N[C@@H](CCC(N)=O)C(=O)O (Cha-Gln). Product: N[C@@H]([C@@H](C)CC)C(=O)O (Ile). Reaction SMILES: [NH2:1][C@H:2]([C:7]([OH:9])=[O:8])[CH2:3][CH:4]([CH3:6])C.N[C@H:11](C(N[C@H](C(O)=O)CCC(=O)N)=O)CC(C)C.N[C@H](C(N[C@H](C(O)=O)CCC(=O)N)=O)CC1CCCCC1>>[NH2:1][C@H:2]([C:7]([OH:9])=[O:8])[C@H:3]([CH2:4][CH3:6])[CH3:11]. Procedure: A10, Leu, Leu-Gln, or Cha-Gln;